From a dataset of the Open Reaction Database (ORD), a public repository of structured organic reaction records. describe an organic reaction: reactants, conditions, products, and yield Reactants: CCO, O=C1c2ccccc2C(=O)C1[N+](=O)[O-], O. The product is CCOC(=O)C(C(=O)c1ccccc1)[N+](=O)[O-]. Reaction SMILES: [CH3:16][CH2:17][OH:18].[N+:1](=[O:2])([O-:3])[CH:4]1[C:5](=[O:14])[c:6]2[cH:7][cH:8][cH:9][cH:10][c:11]2[C:12]1=[O:13].[OH2:15]>>[N+:1](=[O:2])([O-:3])[CH:4]([C:5]([c:6]1[cH:7][cH:8][cH:9][cH:10][cH:11]1)=[O:14])[C:12](=[O:13])[O:18][CH2:17][CH3:16]. The reactants are [OH-].[Na+] (sodium hydroxide), FC=1C=C(C=C(C1)F)S (3,5-difluorothiophenol), BrCCBr (1,2-dibromoethane), ClCCl (dichloromethane). Reagents/catalysts: CCCCCCCC[N+](C)(CCCCCCCC)CCCCCCCC.[Cl-] (aliquat 336). The solvent is O (water). The product is BrCCSC1=CC(=CC(=C1)F)F (1-[(2-bromoethyl)thio]-3,5-difluorobenzene). RXN SMILES: [OH-].[Na+].[F:3][C:4]1[CH:5]=[C:6]([SH:11])[CH:7]=[C:8]([F:10])[CH:9]=1.ClCCl.[Br:15][CH2:16][CH2:17]Br>O.CCCCCCCC[N+](CCCCCCCC)(CCCCCCCC)C.[Cl-]>[Br:15][CH2:16][CH2:17][S:11][C:6]1[CH:5]=[C:4]([F:3])[CH:9]=[C:8]([F:10])[CH:7]=1 |f:0.1,6.7|. Procedure: A solution of 2.59 g of sodium hydroxide pellets in 27 cm3 of distilled water and then 0.27 cm3 of aliquat 336 (tricaprylylmethylammonium chloride) were added, with stirring and under an inert atmosphere, to a mixture, maintained at a temperature in the region of 23° C., of 7.5 g of 3,5-difluorothiophenol in 9.01 cm3 of 1,2-dibromoethane. After stirring for 15 minutes at a temperature in the region of 20° C., 50 cm3 of dichloromethane were added to the mixture and then, after a few minutes, the ... Reactants: C(=O)C1=CC=C(C=C1)OC(C1=C(C=C(C=C1)OC(=O)[C@@H]1CC[C@H](CC1)CCCCCCC)Cl)=O (2-chloro-4-{[(trans-4-heptylcyclohexyl)carbonyl]oxy}benzoic acid p-formylphenyl ester), CC(=O)C.OS(=O)(=O)O.O=[Cr](=O)=O (Jones' reagent). Run in CC(=O)C (acetone). Conditions: time 40 minute. Product: C(=O)(O)C1=CC=C(C=C1)OC(C1=C(C=C(C=C1)OC(=O)[C@@H]1CC[C@H](CC1)CCCCCCC)Cl)=O (2-chloro-4-{[(trans-4-heptylcyclohexyl)carbonyl]oxy}benzoic acid p-carboxyphenyl ester). RXN SMILES: [CH:1]([C:3]1[CH:8]=[CH:7][C:6]([O:9][C:10](=[O:34])[C:11]2[CH:16]=[CH:15][C:14]([O:17][C:18]([C@H:20]3[CH2:25][CH2:24][C@H:23]([CH2:26][CH2:27][CH2:28][CH2:29][CH2:30][CH2:31][CH3:32])[CH2:22][CH2:21]3)=[O:19])=[CH:13][C:12]=2[Cl:33])=[CH:5][CH:4]=1)=[O:2].CC(C)=[O:37].OS(O)(=O)=O.O=[Cr](=O)=O>CC(C)=O>[C:1]([C:3]1[CH:4]=[CH:5][C:6]([O:9][C:10](=[O:34])[C:11]2[CH:16]=[CH:15][C:14]([O:17][C:18]([C@H:20]3[CH2:25][CH2:24][C@H:23]([CH2:26][CH2:27][CH2:28][CH2:29][CH2:30][CH2:31][CH3:32])[CH2:22][CH2:21]3)=[O:19])=[CH:13][C:12]=2[Cl:33])=[CH:7][CH:8]=1)([OH:37])=[O:2] |f:1.2.3|. Procedure details: The crude 2-chloro-4-{[(trans-4-heptylcyclohexyl)carbonyl]oxy}benzoic acid p-formylphenyl ester (19.1 g) obtained was dissolved in 800 ml of acetone. 30 ml of Jones' reagent were added dropwise to this solution within 15 minutes, the mixture warming slightly. The mixture was stirred for a further 40 minutes, then the separated inorganic material was filtered off under suction and the filtrate was concentrated. The residue was suspended in water and the suspension obtained was suction filtered. T... The reactants are O(C1=CC=CC=C1)C(=O)P(OCC)(OC1=CC=C(C=C1)Cl)=O (ethyl p-chlorophenyl phenoxycarbonylphosphonate), [Na+].[Na+].[Na+] (trisodium), IR(KBr), monoesters, OC(=O)P(O)(O)=O (hydroxycarbonylphosphonic acid). The product is O(C1=CC=CC=C1)C(=O)P(OC1=CC=C(C=C1)Cl)([O-])=O.[Na+] (sodium p-chlorophenyl phenoxycarbonylphosphonate). Isolated yield 36.0%. Reaction SMILES: [O:1]([C:8]([P:10](=[O:22])([O:14][C:15]1[CH:20]=[CH:19][C:18]([Cl:21])=[CH:17][CH:16]=1)[O:11]CC)=[O:9])[C:2]1[CH:7]=[CH:6][CH:5]=[CH:4][CH:3]=1.[Na+:23].[Na+].[Na+].OC(P(=O)(O)O)=O>>[O:1]([C:8]([P:10](=[O:11])([O-:22])[O:14][C:15]1[CH:16]=[CH:17][C:18]([Cl:21])=[CH:19][CH:20]=1)=[O:9])[C:2]1[CH:7]=[CH:6][CH:5]=[CH:4][CH:3]=1.[Na+:23] |f:1.2.3,5.6|. Procedure: From ethyl p-chlorophenyl phenoxycarbonylphosphonate. Yield 36%. T.l.c. Rf 0.54 single spot. By t.l.c. the compound was estimated to contain <0.2% of trisodium osycarbonylphosphonate. IR(KBr) cm-1 : 1710 (CO), 1490, 1270, 1090, 910. Preparation of monoesters of hydroxycarbonylphosphonic acid (of the phosphonic acid group). The reactants are [B-](F)(F)(F)F.[B-](F)(F)(F)F.C1C[N+]2(CC[N+]1(CC2)CCl)F (Selectfluor), CC(C)N1N=CC=C1C(=O)OCC (ethyl 1-(1-methylethyl)-1H-pyrazole-5-carboxylate), [B-](F)(F)(F)F.[B-](F)(F)(F)F.C1C[N+]2(CC[N+]1(CC2)CCl)F (Selectfluor), [B-](F)(F)(F)F.[B-](F)(F)(F)F.C1C[N+]2(CC[N+]1(CC2)CCl)F (Selectfluor), C(C)#N (acetonitrile), [B-](F)(F)(F)F.[B-](F)(F)(F)F.C1C[N+]2(CC[N+]1(CC2)CCl)F (Selectfluor). Run in C(C)(=O)O (acetic acid). Reaction conditions: temperature 100 celsius. Yields the product FC=1C=NN(C1C(=O)OCC)C(C)C (Ethyl 4-fluoro-1-(1-methylethyl)-1H-pyrazole-5-carboxylate). Reaction SMILES: [CH3:1][CH:2]([N:4]1[C:8]([C:9]([O:11][CH2:12][CH3:13])=[O:10])=[CH:7][CH:6]=[N:5]1)[CH3:3].[B-](F)(F)(F)[F:15].[B-](F)(F)(F)F.C1[N+]2(CCl)CC[N+](F)(CC2)C1.C(#N)C>C(O)(=O)C>[F:15][C:7]1[CH:6]=[N:5][N:4]([CH:2]([CH3:1])[CH3:3])[C:8]=1[C:9]([O:11][CH2:12][CH3:13])=[O:10] |f:1.2.3|. Procedure: A microwave vial was charged with ethyl 1-(1-methylethyl)-1H-pyrazole-5-carboxylate (0.15 g) and Selectfluor™ (0.38 g) followed by acetonitrile (3 ml) and acetic acid (1 ml). The mixture was heated at 100° C. under microwave irradiation for 180 min. Selectfluor™ (0.076 g) was added and the mixture heated at 100° C. under microwave irradiation for 60 min. Further Selectfluor™ (0.15 g) was added and the mixture heated at 100° C. under microwave irradiation for 60 min. Further Selectfluor (0.38 g) ...